Dataset: the Open Reaction Database (ORD), a public repository of structured organic reaction records. Task: describe an organic reaction: reactants, conditions, products, and yield Reaction SMILES: [F:1][C:2]1[CH:7]=[CH:6][C:5]([C:8]2[C:12]([CH2:13][O:14][C:15]3[CH:16]=[C:17]([C:21]([OH:23])=O)[N:18]([CH3:20])[N:19]=3)=[C:11]([CH2:24][OH:25])[O:10][N:9]=2)=[CH:4][CH:3]=1.O.ON1C2C=CC=CC=2N=N1.C(N(C(C)C)C(C)C)C.[NH2:46][CH:47]1[CH2:51][CH2:50][O:49][CH2:48]1.[Cl-].[Na+]>C1COCC1>[O:49]1[CH2:50][CH2:51][CH:47]([NH:46][C:21]([C:17]2[N:18]([CH3:20])[N:19]=[C:15]([O:14][CH2:13][C:12]3[C:8]([C:5]4[CH:4]=[CH:3][C:2]([F:1])=[CH:7][CH:6]=4)=[N:9][O:10][C:11]=3[CH2:24][OH:25])[CH:16]=2)=[O:23])[CH2:48]1 |f:1.2,5.6|. Run at time 8 hour. The reactants are FC1=CC=C(C=C1)C1=NOC(=C1COC=1C=C(N(N1)C)C(=O)O)CO (5-[3-(4-fluoro-phenyl)-5-hydroxymethyl-isoxazol-4-ylmethoxy]-2-methyl-2H-pyrazole-3-carboxylic acid), O.ON1N=NC2=C1C=CC=C2 (1-hydroxybenzotriazole hydrate), C(C)N(C(C)C)C(C)C (N-ethyldiisopropylamine), N-(3-dimethylaminopropyl)-N′-ethylcarbodiimidazole hydrochloride, NC1COCC1 (rac-3-aminotetrahydrofuran), [Cl-].[Na+] (sodium chloride). Product: O1CC(CC1)NC(=O)C=1N(N=C(C1)OCC=1C(=NOC1CO)C1=CC=C(C=C1)F)C (Rac-5-[3-(4-fluoro-phenyl)-5-hydroxymethyl-isoxazol-4-ylmethoxy]-2-methyl-2H-pyrazole-3-carboxylic acid (tetrahydro-furan-3-yl)-amide). Isolated yield 49.7%. Procedure details: To a solution of 5-[3-(4-fluoro-phenyl)-5-hydroxymethyl-isoxazol-4-ylmethoxy]-2-methyl-2H-pyrazole-3-carboxylic acid (100 mg, 0.29 mmol) in THF (10 mL) was added 1-hydroxybenzotriazole hydrate (45.0 mg, 0.29 mmol), N-ethyldiisopropylamine (126 μL, 0.76 mmol), N-(3-dimethylaminopropyl)-N′-ethylcarbodiimidazole hydrochloride (56.3 mg, 0.29 mmol) and rac-3-aminotetrahydrofuran (25.1 mg, 0.29 mmol) and the resulting mixture stirred overnight at room temperature. The reaction mixture was then poured ... Run in C1CCOC1 (THF). Procedure: 270 mg of 5%-Pd/C was suspended in 14 mL of a 1:1 mixed solvent of ethanol and benzene. While passing hydrogen through the system, a solution was added that consisted of 3.21 g of the 4,4'-dinitrobiphenyl-containing polysiloxane (average value of n: 14.4) synthesized in Reference Example 2 dissolved in 14 mL of the same mixed solvent. Hydrogen was injected into the system for 3 hours while stirring. The catalyst was then filtered off and the solvent was distilled under reduced pressure to give 3... Yield: 123.9%. Reagents/catalysts: [Pd] (Pd/C). Starting materials: C(C)O (ethanol), [H][H] (Hydrogen), [SiH2](O[*:2])[*:1] (polysiloxane), [H][H] (hydrogen), [N+](=O)([O-])C1=CC=C(C=C1)C1=CC=C(C=C1)[N+](=O)[O-] (4,4'-dinitrobiphenyl). Reaction SMILES: C(O)C.[H][H].[N+:6]([C:9]1[CH:14]=[CH:13][C:12]([C:15]2[CH:20]=[CH:19][C:18]([N+:21]([O-])=O)=[CH:17][CH:16]=2)=[CH:11][CH:10]=1)([O-])=O>[Pd].C1C=CC=CC=1>[NH2:6][C:9]1[CH:10]=[CH:11][C:12]([C:15]2[CH:20]=[CH:19][C:18]([NH2:21])=[CH:17][CH:16]=2)=[CH:13][CH:14]=1. Product: NC1=CC=C(C=C1)C1=CC=C(C=C1)N (4,4'-diaminobiphenyl). Run in C1=CC=CC=C1 (benzene), same mixed solvent. The reactants are NC=1C=C(C=CC1)C12NC(COCC2C1)=S ((1SR,7RS)-1-(3-amino-phenyl)-5-oxa-2-aza-bicyclo[5.1.0]octane-3-thione), ClC=1C=CC(=NC1)C(=O)O (5-chloro-pyridine-2-carboxylic acid). Yields the product S=C1NC2(CC2COC1)C=1C=C(C=CC1)NC(=O)C1=NC=C(C=C1)Cl (5-Chloro-pyridine-2-carboxylic acid [3-((1SR,7RS)-3-thioxo-5-oxa-2-aza-bicyclo[5.1.0]oct-1-yl)-phenyl]-amide), foam. The yield is 76.0%. RXN SMILES: [NH2:1][C:2]1[CH:3]=[C:4]([C:8]23[CH2:15][CH:14]2[CH2:13][O:12][CH2:11][C:10](=[S:16])[NH:9]3)[CH:5]=[CH:6][CH:7]=1.[Cl:17][C:18]1[CH:19]=[CH:20][C:21]([C:24](O)=[O:25])=[N:22][CH:23]=1>>[S:16]=[C:10]1[CH2:11][O:12][CH2:13][CH:14]2[C:8]([C:4]3[CH:3]=[C:2]([NH:1][C:24]([C:21]4[CH:20]=[CH:19][C:18]([Cl:17])=[CH:23][N:22]=4)=[O:25])[CH:7]=[CH:6][CH:5]=3)([CH2:15]2)[NH:9]1. Procedure details: The compound was prepared in an analogous manner as described for intermediate B14A from (1SR,7RS)-1-(3-amino-phenyl)-5-oxa-2-aza-bicyclo[5.1.0]octane-3-thione (intermediate B13B) (230 mg, 0.98 mmol) and commercially available 5-chloro-pyridine-2-carboxylic acid [CAS-no 86873-60-1] (172 mg, 1.09 mmol). The title compound was obtained as a light yellow foam (310 mg, 76%). MS (ISP): m/z=374.1 [(M+H)+]and 376.0 [(M+2+H)+]. Reactants: Brc1cccc2cccnc12, O=C([O-])[O-], [Cl-], ClCCl, [Cs+], [Cs+], N, [Na+], CN(C)C=O, Oc1cccc2cccnc12. The product is c1cnc2c(Oc3cccc4cccnc34)cccc2c1. As a reaction SMILES: [Br:7][c:8]1[cH:9][cH:10][cH:11][c:12]2[cH:13][cH:14][cH:15][n:16][c:17]12.[C:1](=[O:2])([O-:3])[O-:4].[Cl-:30].[Cl:37][CH2:38][Cl:39].[Cs+:5].[Cs+:6].[NH3:29].[Na+:31].[O:32]=[CH:33][N:34]([CH3:35])[CH3:36].[OH:18][c:19]1[cH:20][cH:21][cH:22][c:23]2[cH:24][cH:25][cH:26][n:27][c:28]12>>[c:8]1([O:18][c:19]2[cH:20][cH:21][cH:22][c:23]3[cH:24][cH:25][cH:26][n:27][c:28]23)[cH:9][cH:10][cH:11][c:12]2[cH:13][cH:14][cH:15][n:16][c:17]12. Starting materials: BrC=1C=C(C(=NC1)C(=O)N(C)OC)F (5-bromo-3-fluoro-N-methoxy-N-methylpyridine-2-carboxamide), [H-].[Al+3].[Li+].[H-].[H-].[H-] (lithium aluminum hydride), O (H2O). Run in C1CCOC1 (THF), [Cl-].[Na+].O (brine). Conditions: temperature -78 celsius, time 2 hour. The product is BrC=1C=C(C(=NC1)C=O)F (5-bromo-3-fluoropyridine-2-carbaldehyde). As a reaction SMILES: [Br:1][C:2]1[CH:3]=[C:4]([F:14])[C:5]([C:8](N(OC)C)=[O:9])=[N:6][CH:7]=1.[H-].[Al+3].[Li+].[H-].[H-].[H-].O>C1COCC1.[Cl-].[Na+].O>[Br:1][C:2]1[CH:3]=[C:4]([F:14])[C:5]([CH:8]=[O:9])=[N:6][CH:7]=1 |f:1.2.3.4.5.6,9.10.11|. Reported procedure: To a solution of crude 5-bromo-3-fluoro-N-methoxy-N-methylpyridine-2-carboxamide (27.94 g, 106.2 mmol) in THF (350 mL) at −78° C. was added lithium aluminum hydride (1M in THF, 45.67 mL, 45.67 mmol) dropwise. The reaction was stirred at −78° C. for 2 hours, then H2O (100 mL) and brine (100 mL) were added. The mixture was warmed to RT and partially concentrated in vacuo, diluted with ethyl acetate and filtered through celite. The aqueous layer was extracted 4× with ethyl acetate. The combined org... Starting materials: C1(=CC=CC=C1)C1=NNC2=CC=C(C=C12)C (3-phenyl-5-methylindazole), C(C=C)N(CC=C)CCCCl (diallylaminopropyl chloride). Yields the product Cl.C(C=C)N(C(CC)C1=C2C(=NNC2=CC=C1C)C1=CC=CC=C1)CC=C (1-diallylaminopropyl-3-phenyl-5-methylindazole hydrochloride). The yield is 56.2%. As a reaction SMILES: [C:1]1([C:7]2[C:15]3[C:10](=[CH:11][CH:12]=[C:13]([CH3:16])[CH:14]=3)[NH:9][N:8]=2)[CH:6]=[CH:5][CH:4]=[CH:3][CH:2]=1.[CH2:17]([N:20]([CH2:24][CH2:25][CH2:26][Cl:27])[CH2:21][CH:22]=[CH2:23])[CH:18]=[CH2:19]>>[ClH:27].[CH2:17]([N:20]([CH2:21][CH:22]=[CH2:23])[CH:24]([C:14]1[C:13]([CH3:16])=[CH:12][CH:11]=[C:10]2[C:15]=1[C:7]([C:1]1[CH:6]=[CH:5][CH:4]=[CH:3][CH:2]=1)=[N:8][NH:9]2)[CH2:25][CH3:26])[CH:18]=[CH2:19] |f:2.3|. Reported procedure: By the procedure similar to that described in Example 13, 3-phenyl-5-methylindazole (4.17 g) and diallylaminopropyl chloride (4.17 g) were treated to obtain 4.3 g of 1-diallylaminopropyl-3-phenyl-5-methylindazole hydrochloride (m.p. 81°-82° C). Starting materials: C(C1=CC=CC=C1)N(S(=O)(=O)CC#N)C (N-Benzyl-1-cyano-N-methylmethanesulfonamide), CC(C)([O-])C.[K+] (potassium tert-butoxide), O (water), C(C1=CC=CC=C1)N1C=C(C2=CC(=CC=C12)Br)C[C@@H]1N(CCC1)C ((R)-1-benzyl-5-bromo-3-(1-methyl-2-pyrrolidinylmethyl)-1H-indole). The reagents and catalysts are [Pd].C1(=CC=CC=C1)P(C1=CC=CC=C1)C1=CC=CC=C1.C1(=CC=CC=C1)P(C1=CC=CC=C1)C1=CC=CC=C1.C1(=CC=CC=C1)P(C1=CC=CC=C1)C1=CC=CC=C1.C1(=CC=CC=C1)P(C1=CC=CC=C1)C1=CC=CC=C1 (tetrakis(triphenylphosphine) palladium(0)). Run in C1(=CC=CC=C1)C (toluene), C1(=CC=CC=C1)C (toluene). The product is C(C1=CC=CC=C1)N(S(=O)(=O)C(C#N)C=1C=C2C(=CN(C2=CC1)CC1=CC=CC=C1)C[C@@H]1N(CCC1)C)C (N-Benzyl-1-[(R)-1-benzyl-3-(1-methyl-2-pyrrolidinylmethyl)-1H-indol-5-yl]-1-cyano-N-methylmethanesulfonamide). The yield is 79.6%. Reaction SMILES: [CH2:1]([N:8]([CH3:15])[S:9]([CH2:12][C:13]#[N:14])(=[O:11])=[O:10])[C:2]1[CH:7]=[CH:6][CH:5]=[CH:4][CH:3]=1.CC(C)([O-])C.[K+].[CH2:22]([N:29]1[C:37]2[C:32](=[CH:33][C:34](Br)=[CH:35][CH:36]=2)[C:31]([CH2:39][C@H:40]2[CH2:44][CH2:43][CH2:42][N:41]2[CH3:45])=[CH:30]1)[C:23]1[CH:28]=[CH:27][CH:26]=[CH:25][CH:24]=1.O>C1(C)C=CC=CC=1.[Pd].C1(P(C2C=CC=CC=2)C2C=CC=CC=2)C=CC=CC=1.C1(P(C2C=CC=CC=2)C2C=CC=CC=2)C=CC=CC=1.C1(P(C2C=CC=CC=2)C2C=CC=CC=2)C=CC=CC=1.C1(P(C2C=CC=CC=2)C2C=CC=CC=2)C=CC=CC=1>[CH2:1]([N:8]([CH3:15])[S:9]([CH:12]([C:34]1[CH:33]=[C:32]2[C:37](=[CH:36][CH:35]=1)[N:29]([CH2:22][C:23]1[CH:28]=[CH:27][CH:26]=[CH:25][CH:24]=1)[CH:30]=[C:31]2[CH2:39][C@H:40]1[CH2:44][CH2:43][CH2:42][N:41]1[CH3:45])[C:13]#[N:14])(=[O:11])=[O:10])[C:2]1[CH:3]=[CH:4][CH:5]=[CH:6][CH:7]=1 |f:1.2,6.7.8.9.10|. Procedure details: To a stirred solution of N-benzyl-1-cyano-N-methylmethanesulfonamide (from step (c), 643 mg, 2.9 mmol) in toluene (5 ml) at 0° C. under a nitrogen atmosphere was added potassium tert-butoxide (615 mg, 5.5 mmol) portionwise, maintaining the temperature below 5° C. The brown solution was then warmed to ambient temperature over a 10 min period, before tetrakis(triphenylphosphine) palladium(0) (181 mg, 0.16 mmol) was added in one portion. A solution of (R)-1-benzyl-5-bromo-3-(1-methyl-2-pyrrolidinyl...